Dataset: the Open Reaction Database (ORD), a public repository of structured organic reaction records. Task: describe an organic reaction: reactants, conditions, products, and yield Reactants: NCc1ccccc1, COc1ccccc1, CCCCCCC, Cc1ccccc1, CCCCCCC, COC(=O)Cc1ccc(-c2ccc(OCCN3CCOCC3)cc2)cn1, Cc1ccccc1. Yields the product O=C(Cc1ccc(-c2ccc(OCCN3CCOCC3)cc2)cn1)NCc1ccccc1. As a reaction SMILES: [CH2:27]([c:28]1[cH:29][cH:30][cH:31][cH:32][cH:33]1)[NH2:34].[CH3:35][O:36][c:37]1[cH:38][cH:39][cH:40][cH:41][cH:42]1.[CH3:50][CH2:51][CH2:52][CH2:53][CH2:54][CH2:55][CH3:56].[CH3:57][c:58]1[cH:59][cH:60][cH:61][cH:62][cH:63]1.[CH3:64][CH2:65][CH2:66][CH2:67][CH2:68][CH2:69][CH3:70].[O:1]1[CH2:2][CH2:3][N:4]([CH2:7][CH2:8][O:9][c:10]2[cH:11][cH:12][c:13](-[c:16]3[cH:17][cH:18][c:19]([CH2:22][C:23](=[O:24])[O:25][CH3:26])[n:20][cH:21]3)[cH:14][cH:15]2)[CH2:5][CH2:6]1.[c:43]1([CH3:44])[cH:45][cH:46][cH:47][cH:48][cH:49]1>>[O:1]1[CH2:2][CH2:3][N:4]([CH2:7][CH2:8][O:9][c:10]2[cH:11][cH:12][c:13](-[c:16]3[cH:17][cH:18][c:19]([CH2:22][C:23](=[O:24])[NH:34][CH2:27][c:28]4[cH:29][cH:30][cH:31][cH:32][cH:33]4)[n:20][cH:21]3)[cH:14][cH:15]2)[CH2:5][CH2:6]1. Reactants: C(C)(C)(C)OC(NC1=C(C=C(C(=C1)OCC(F)(F)F)C(F)(F)F)NC(CC(=O)C1=CC(=CC=C1)C=1C=NC(=CC1C)C)=O)=O ([2-{3-[3-(4,6-dimethyl-pyridin-3-yl)-phenyl]-3-oxo-propionylamino}-5-(2,2,2-trifluoro-ethoxy)-4-trifluoromethyl-phenyl]-carbamic acid tert-butyl ester), C(=O)(C(F)(F)F)O (TFA). The solvent is C(Cl)Cl (CH2Cl2). Product: CC1=C(C=NC(=C1)C)C=1C=C(C=CC1)C1=NC2=C(NC(C1)=O)C=C(C(=C2)OCC(F)(F)F)C(F)(F)F (4-[3-(4,6-Dimethyl-pyridin-3-yl)-phenyl]-7-(2,2,2-trifluoro-ethoxy)-8-trifluoromethyl-1,3-dihydro-benzo[b][1,4]diazepin-2-one), solid. The yield is 88.0%. As a reaction SMILES: C(OC(=O)[NH:7][C:8]1[CH:13]=[C:12]([O:14][CH2:15][C:16]([F:19])([F:18])[F:17])[C:11]([C:20]([F:23])([F:22])[F:21])=[CH:10][C:9]=1[NH:24][C:25](=[O:43])[CH2:26][C:27]([C:29]1[CH:34]=[CH:33][CH:32]=[C:31]([C:35]2[CH:36]=[N:37][C:38]([CH3:42])=[CH:39][C:40]=2[CH3:41])[CH:30]=1)=O)(C)(C)C.C(O)(C(F)(F)F)=O>C(Cl)Cl>[CH3:41][C:40]1[CH:39]=[C:38]([CH3:42])[N:37]=[CH:36][C:35]=1[C:31]1[CH:30]=[C:29]([C:27]2[CH2:26][C:25](=[O:43])[NH:24][C:9]3[CH:10]=[C:11]([C:20]([F:22])([F:21])[F:23])[C:12]([O:14][CH2:15][C:16]([F:18])([F:19])[F:17])=[CH:13][C:8]=3[N:7]=2)[CH:34]=[CH:33][CH:32]=1. Procedure: The title compound was prepared from [2-{3-[3-(4,6-dimethyl-pyridin-3-yl)-phenyl]-3-oxo-propionylamino}-5-(2,2,2-trifluoro-ethoxy)-4-trifluoromethyl-phenyl]-carbamic acid tert-butyl ester (Example M233) (378 mg, 0.604 mmol) by treatment with TFA in CH2Cl2 according to the general procedure N. Obtained as a white solid (269 mg, 88%).